From a dataset of the Open Reaction Database (ORD), a public repository of structured organic reaction records. describe an organic reaction: reactants, conditions, products, and yield Reactants: C(CCC)[Li] (n-butyl lithium), C(=O)C=1N=CN(C1)C(C1=CC=CC=C1)(C1=CC=CC=C1)C1=CC=CC=C1 (4-formyl-1-trityl-1H-imidazol), C(CC(O)(C(=O)O)CC(=O)O)(=O)O (citric acid), BrC1=CC2=CC=C(C=C2C=C1)OC (2-Bromo-6-methoxynaphthalene). The solvent is CCCCCC (hexane), C1CCOC1 (THF), C1CCOC1 (THF). Conditions: temperature -78 celsius, time 30 minute. The product is N1C=NC(=C1)C(C(C)C)(O)C1=CC2=CC=C(C=C2C=C1)OC (1-(1H-imidazol-4-yl)-1-(6-methoxynaphthalen-2-yl)-2-methylpropanol). RXN SMILES: Br[C:2]1[CH:11]=[CH:10][C:9]2[C:4](=[CH:5][CH:6]=[C:7]([O:12][CH3:13])[CH:8]=2)[CH:3]=1.[CH2:14]([Li])[CH2:15][CH2:16]C.[CH:19]([C:21]1[N:22]=[CH:23][N:24](C(C2C=CC=CC=2)(C2C=CC=CC=2)C2C=CC=CC=2)[CH:25]=1)=[O:20].C(O)(=O)CC(CC(O)=O)(C(O)=O)O>C1COCC1.CCCCCC>[NH:24]1[CH:25]=[C:21]([C:19]([C:2]2[CH:11]=[CH:10][C:9]3[C:4](=[CH:5][CH:6]=[C:7]([O:12][CH3:13])[CH:8]=3)[CH:3]=2)([OH:20])[CH:15]([CH3:16])[CH3:14])[N:22]=[CH:23]1. Procedure details: 2-Bromo-6-methoxynaphthalene (30 g) was dissolved in THF (400 ml) and cooled to −78° C. A solution (1.6 M; 99 ml) of n-butyl lithium in hexane was added dropwise, and the mixture was stirred at −78° C. for 30 min. A solution (300 ml) of 4-formyl-1-trityl-1H-imidazol (38.9 g) in THF was slowly added dropwise. After stirring at −78° C. for 30 min, the reaction mixture was poured into 3% aqueous citric acid solution (600 ml). The organic layer was separated and the aqueous layer was extracted with ... The product is Cl.NCC(C(=O)OC)(F)F (Methyl 3-amino-2,2-difluoropropanoate-HCl salt). Conditions: time 8 hour. As a reaction SMILES: [NH2:1][CH2:2][C:3]([F:8])([F:7])[C:4]([OH:6])=[O:5].O=S(Cl)[Cl:11].Cl.[CH3:14]O>>[ClH:11].[NH2:1][CH2:2][C:3]([F:8])([F:7])[C:4]([O:6][CH3:14])=[O:5] |f:4.5|. Procedure: In a round bottom flask, 3-amino-2,2-difluoropropanoic acid (500 mg, 4 mmol) was solubilized in MeOH (10 mL). At 0° C., SOCl2 (1 mL) was added dropwise. The reaction mixture was then stirred at room temperature overnight. Evaporation of the reaction mixture gave a white solid to be the product as HCl salt (570 mg, 81%). 1H NMR (400 MHz, DMSO-d6) δ ppm 3.63 (t, J=16 Hz, 2H) 3.87 (s, 3H) 9.07 (br. s., 2H). Reactants: O=S(Cl)Cl (SOCl2), NCC(C(=O)O)(F)F (3-amino-2,2-difluoropropanoic acid), CO (MeOH), Cl (HCl). Reactants: [Al+3], [Al+3], CCOC(C)=O, [Cl-], [Cl-], [Cl-], [Cl-], N#Cc1cc2c(C=Cc3cccc(F)c3)n[nH]c2cc1F, [H-], [H-], [H-], [H-], [Li+], [NH4+], C1CCOC1. The product is NCc1cc2c(C=Cc3cccc(F)c3)n[nH]c2cc1F. Reaction SMILES: [Al+3:2].[Al+3:8].[CH2:39]([O:40][C:41](=[O:42])[CH3:43])[CH3:44].[Cl-:10].[Cl-:32].[Cl-:7].[Cl-:9].[F:11][c:12]1[c:13]([C:30]#[N:31])[cH:14][c:15]2[c:16]([CH:21]=[CH:22][c:23]3[cH:24][c:25]([F:29])[cH:26][cH:27][cH:28]3)[n:17][nH:18][c:19]2[cH:20]1.[H-:1].[H-:4].[H-:5].[H-:6].[Li+:3].[NH4+:33].[O:34]1[CH2:35][CH2:36][CH2:37][CH2:38]1>>[F:11][c:12]1[c:13]([CH2:30][NH2:31])[cH:14][c:15]2[c:16]([CH:21]=[CH:22][c:23]3[cH:24][c:25]([F:29])[cH:26][cH:27][cH:28]3)[n:17][nH:18][c:19]2[cH:20]1. The reactants are NC1=NC(=NC(=N1)SCC1=CC=CC=C1)C=1C(=CC(=C(C1)O)Cl)Cl (5-(4-Amino-6-benzylsulfanyl-[1,3,5]triazin-2-yl)-2,4-dichlorophenol), ClCCl (dichloromethane), ClC1=CC(=CC=C1)C(=O)OO (m-Chloroperbenzoic acid). Run in CO (methanol). Yields the product NC1=NC(=NC(=N1)SC1=CC(=CC=C1)O)C=1C(=CC(=C(C1)O)Cl)Cl (5-[4-amino-6-(3-hydroxyphenylsulfanyl)-[1,3,5]triazin-2-yl]-2,4-dichlorophenol). RXN SMILES: [NH2:1][C:2]1[N:7]=[C:6]([S:8][CH2:9][C:10]2[CH:15]=[CH:14][CH:13]=[CH:12]C=2)[N:5]=[C:4]([C:16]2C(Cl)=[CH:18][C:19]([Cl:23])=[C:20]([OH:22])[CH:21]=2)[N:3]=1.Cl[CH2:26][Cl:27].ClC1C=CC=C(C(OO)=[O:36])C=1>CO>[NH2:1][C:2]1[N:7]=[C:6]([S:8][C:9]2[CH:10]=[CH:15][CH:14]=[C:13]([OH:36])[CH:12]=2)[N:5]=[C:4]([C:16]2[C:26]([Cl:27])=[CH:18][C:19]([Cl:23])=[C:20]([OH:22])[CH:21]=2)[N:3]=1. Procedure: 5-(4-Amino-6-benzylsulfanyl-[1,3,5]triazin-2-yl)-2,4-dichlorophenol (150 mg) obtained in Step 2 above was placed in a reaction vessel, and then dichloromethane (10 ml) and methanol (2 ml) were added thereto. The mixture was stirred. m-Chloroperbenzoic acid (210 mg) was added to the resulting suspension at room temperature, and stirred for 30 minutes. The resulting mixture was concentrated under reduced pressure. To this, N,N-dimethylformamide (4.5 ml), triethylamine (0.19 ml), and 3-mercaptophen... The reactants are COC(=O)C1=C(C=CC=C1)NC(\C=C\C1=CC=C(C=C1)CCCCC)=O (trans-4-n-pentylcinnamic acid-N-(2-methoxycarbonyl-phenyl)-amide), [OH-].[Na+] (sodium hydroxide). Solvent: CO (methanol). Product: C(=O)(O)C1=C(C=CC=C1)NC(\C=C\C1=CC=C(C=C1)CCCCC)=O (Trans-4-n-pentylcinnamic acid-N-(2-carboxy-phenyl)-amide). RXN SMILES: C[O:2][C:3]([C:5]1[CH:10]=[CH:9][CH:8]=[CH:7][C:6]=1[NH:11][C:12](=[O:26])/[CH:13]=[CH:14]/[C:15]1[CH:20]=[CH:19][C:18]([CH2:21][CH2:22][CH2:23][CH2:24][CH3:25])=[CH:17][CH:16]=1)=[O:4].[OH-].[Na+]>CO>[C:3]([C:5]1[CH:10]=[CH:9][CH:8]=[CH:7][C:6]=1[NH:11][C:12](=[O:26])/[CH:13]=[CH:14]/[C:15]1[CH:16]=[CH:17][C:18]([CH2:21][CH2:22][CH2:23][CH2:24][CH3:25])=[CH:19][CH:20]=1)([OH:4])=[O:2] |f:1.2|. Procedure: Prepared analogously to Example 2 from trans-4-n-pentylcinnamic acid-N-(2-methoxycarbonyl-phenyl)-amide and sodium hydroxide solution in methanol.